describe an organic reaction: reactants, conditions, products, and yield From a dataset of the Open Reaction Database (ORD), a public repository of structured organic reaction records. Starting materials: O=C([O-])[O-], CN(C)C=O, Fc1ccc2c(CCCCl)noc2c1, Clc1ccc2c(c1)ncc1[nH]c3c(c12)CNCC3, [K+], [K+], O. Product: Fc1ccc2c(CCCC3CNCc4c3[nH]c3cnc5cc(Cl)ccc5c43)noc2c1. Reaction SMILES: [C:33](=[O:34])([O-:35])[O-:36].[CH3:39][N:40]([CH3:41])[CH:42]=[O:43].[Cl:19][CH2:20][CH2:21][CH2:22][c:23]1[n:24][o:25][c:26]2[c:27]1[cH:28][cH:29][c:30]([F:32])[cH:31]2.[Cl:1][c:2]1[cH:3][cH:4][c:5]2[c:6]3[c:7]([cH:8][n:9][c:10]2[cH:11]1)[nH:12][c:13]1[c:14]3[CH2:15][NH:16][CH2:17][CH2:18]1.[K+:37].[K+:38].[OH2:44]>>[Cl:1][c:2]1[cH:3][cH:4][c:5]2[c:6]3[c:7]([cH:8][n:9][c:10]2[cH:11]1)[nH:12][c:13]1[c:14]3[CH2:15][NH:16][CH2:17][CH:18]1[CH2:20][CH2:21][CH2:22][c:23]1[n:24][o:25][c:26]2[c:27]1[cH:28][cH:29][c:30]([F:32])[cH:31]2. Reactants: BrCc1ccccc1, O=C([O-])[O-], CC#N, CCOC(C)=O, [K+], [K+], O=Cc1ccc2c(c1)NC(=O)c1ccccc1O2. Product: O=Cc1ccc2c(c1)N(Cc1ccccc1)C(=O)c1ccccc1O2. Reaction SMILES: [Br:7][CH2:8][c:9]1[cH:10][cH:11][cH:12][cH:13][cH:14]1.[C:1](=[O:2])([O-:3])[O-:4].[CH3:33][C:34]#[N:35].[CH3:36][CH2:37][O:38][C:39](=[O:40])[CH3:41].[K+:5].[K+:6].[O:15]=[C:16]1[NH:17][c:18]2[c:19]([cH:27][cH:28][c:29]([CH:31]=[O:32])[cH:30]2)[O:20][c:21]2[c:22]1[cH:23][cH:24][cH:25][cH:26]2>>[CH2:8]([c:9]1[cH:10][cH:11][cH:12][cH:13][cH:14]1)[N:17]1[C:16](=[O:15])[c:22]2[c:21]([cH:26][cH:25][cH:24][cH:23]2)[O:20][c:19]2[c:18]1[cH:30][c:29]([CH:31]=[O:32])[cH:28][cH:27]2. The reactants are CCO, COCCOC, OB(O)c1ccccc1Cl, [K+], [K+], O=C([O-])[O-], O, Cl[Pd]Cl, c1ccc(P(c2ccccc2)c2ccccc2)cc1, c1ccc(P(c2ccccc2)c2ccccc2)cc1, O=C(Cn1cnc2ccccc21)Nc1ccc(Br)cc1. Product: O=C(Cn1cnc2ccccc21)Nc1ccc(-c2ccccc2Cl)cc1. As a reaction SMILES: [CH3:37][CH2:38][OH:39].[CH3:40][O:41][CH2:42][CH2:43][O:44][CH3:45].[Cl:27][c:28]1[c:29]([B:34]([OH:35])[OH:36])[cH:30][cH:31][cH:32][cH:33]1.[K+:21].[K+:22].[O-:23][C:24]([O-:25])=[O:26].[OH2:87].[Pd:46]([Cl:47])[Cl:48].[c:49]1([P:50]([c:51]2[cH:52][cH:53][cH:54][cH:55][cH:56]2)[c:57]2[cH:58][cH:59][cH:60][cH:61][cH:62]2)[cH:63][cH:64][cH:65][cH:66][cH:67]1.[c:68]1([P:69]([c:70]2[cH:71][cH:72][cH:73][cH:74][cH:75]2)[c:76]2[cH:77][cH:78][cH:79][cH:80][cH:81]2)[cH:82][cH:83][cH:84][cH:85][cH:86]1.[n:1]1([CH2:10][C:11](=[O:12])[NH:13][c:14]2[cH:15][cH:16][c:17]([Br:20])[cH:18][cH:19]2)[cH:2][n:3][c:4]2[c:5]1[cH:6][cH:7][cH:8][cH:9]2>>[n:1]1([CH2:10][C:11](=[O:12])[NH:13][c:14]2[cH:15][cH:16][c:17](-[c:29]3[c:28]([Cl:27])[cH:33][cH:32][cH:31][cH:30]3)[cH:18][cH:19]2)[cH:2][n:3][c:4]2[c:5]1[cH:6][cH:7][cH:8][cH:9]2. The reactants are C(C1=CC=CC=C1)OC1=NC(=NC=C1C=O)SC (4-(benzyloxy)-2-(methylthio)pyrimidine-5-carbaldehyde), Cl.NO (hydroxylamine hydrochloride), C(C)(=O)OCC (ethyl acetate), O (water). The solvent is N1=CC=CC=C1 (pyridine). Conditions: time 2 hour. The product is C(C1=CC=CC=C1)OC1=NC(=NC=C1C=NO)SC (4-(benzyloxy)-2-(methylthio)pyrimidine-5-carbaldehyde oxime). The yield is 98.8%. Reaction SMILES: [CH2:1]([O:8][C:9]1[C:14]([CH:15]=O)=[CH:13][N:12]=[C:11]([S:17][CH3:18])[N:10]=1)[C:2]1[CH:7]=[CH:6][CH:5]=[CH:4][CH:3]=1.Cl.[NH2:20][OH:21].C(OCC)(=O)C.O>N1C=CC=CC=1>[CH2:1]([O:8][C:9]1[C:14]([CH:15]=[N:20][OH:21])=[CH:13][N:12]=[C:11]([S:17][CH3:18])[N:10]=1)[C:2]1[CH:7]=[CH:6][CH:5]=[CH:4][CH:3]=1 |f:1.2|. Procedure details: To a solution of 4-(benzyloxy)-2-(methylthio)pyrimidine-5-carbaldehyde (S20, 223 mg) in pyridine (4.0 mL), hydroxylamine hydrochloride (95.8 mg) was added at room temperature, and the mixture was stirred at room temperature for 2 hours. To the reaction mixture, ethyl acetate and water were added. The organic layer was separated, washed successively with water and saturated aqueous sodium chloride, and then dried over anhydrous sodium sulfate, and the solvent was evaporated under reduced pressure... Reactants: C(#N)C(C(=O)OCC)(C)C1=C(C(=CC=C1)OC1=C(C=CC=C1)C)OC (ethyl 2-cyano-2-[2-methoxy-3-(o-tolyloxy)phenyl]propionate), Cl (hydrochloric acid). Run in C(C)(=O)O (acetic acid). The product is COC1=C(C=CC=C1OC1=C(C=CC=C1)C)C(C(=O)O)C (2-[2-methoxy-3-(o-tolyloxy)phenyl]propionic acid). Isolated yield 56.4%. Reaction SMILES: [C:1]([C:3]([C:10]1[CH:15]=[CH:14][CH:13]=[C:12]([O:16][C:17]2[CH:22]=[CH:21][CH:20]=[CH:19][C:18]=2[CH3:23])[C:11]=1[O:24][CH3:25])(C)[C:4]([O:6]CC)=[O:5])#N.Cl>C(O)(=O)C>[CH3:25][O:24][C:11]1[C:12]([O:16][C:17]2[CH:22]=[CH:21][CH:20]=[CH:19][C:18]=2[CH3:23])=[CH:13][CH:14]=[CH:15][C:10]=1[CH:3]([CH3:1])[C:4]([OH:6])=[O:5]. Procedure: A mixture of ethyl 2-cyano-2-[2-methoxy-3-(o-tolyloxy)phenyl]propionate (6.1 g), conc. hydrochloric acid (20 ml) and acetic acid (40 ml) was refluxed under heating for 48 hours. The reaction mixture was treated in a similar manner to that of Example 10-(6) to give oily 2-[2-methoxy-3-(o-tolyloxy)phenyl]propionic acid (2.9 g).